From a dataset of the Open Reaction Database (ORD), a public repository of structured organic reaction records. describe an organic reaction: reactants, conditions, products, and yield RXN SMILES: [N+:1]([O-:4])([O-])=[O:2].[Bi+3].[N+]([O-])([O-])=O.[N+]([O-])([O-])=O.[F:14][C:15]([F:25])([F:24])[O:16][C:17]1[CH:22]=[CH:21][CH:20]=[CH:19][C:18]=1[OH:23]>O1CCCC1>[N+:1]([C:21]1[CH:20]=[CH:19][C:18]([OH:23])=[C:17]([O:16][C:15]([F:14])([F:25])[F:24])[CH:22]=1)([O-:4])=[O:2] |f:0.1.2.3|. Procedure details: 3.0 g (7.5 mmol) of anh. bismuth nitrate was added to a solution of 891 mg (5.0 mmol) of 2-trifluoromethoxyphenol in 20 mL of tetrahydrofuran (redistilled) under argon atmosphere with stirring. The mixture was slowly heated to 50° C. and allowed to react at this temperature for 10 min. The reaction was stopped, cooled, filtered under reduced pressure and the filter cake was washed with 20 mL of tetrahydrofuran. The filtrate was concentrated, and 40 mL of water and 45 mL of ethyl acetate were add... The product is [N+](=O)([O-])C1=CC(=C(C=C1)O)OC(F)(F)F (4-nitro-2-trifluoromethoxyphenol). The yield is 31.0%. The solvent is O1CCCC1 (tetrahydrofuran). The reactants are [N+](=O)([O-])[O-].[Bi+3].[N+](=O)([O-])[O-].[N+](=O)([O-])[O-] (bismuth nitrate), FC(OC1=C(C=CC=C1)O)(F)F (2-trifluoromethoxyphenol). Conditions: temperature 50 celsius. Reactants: COC1=CC=C(C=C1)C=1OC=C(N1)CN1C=NC=C1 (1-[2-(4-methoxy-phenyl)-oxazol-4-ylmethyl]-imidazole), N (ammonia). Run in Br (hydrobromic acid). Yields the product N1(C=NC=C1)CC=1N=C(OC1)C1=CC=C(C=C1)O (4-[4-(imidazol-1-ylmethyl)-oxazol-2-yl]-phenol). Isolated yield 58.0%. RXN SMILES: C[O:2][C:3]1[CH:8]=[CH:7][C:6]([C:9]2[O:10][CH:11]=[C:12]([CH2:14][N:15]3[CH:19]=[CH:18][N:17]=[CH:16]3)[N:13]=2)=[CH:5][CH:4]=1.N>Br>[N:15]1([CH2:14][C:12]2[N:13]=[C:9]([C:6]3[CH:7]=[CH:8][C:3]([OH:2])=[CH:4][CH:5]=3)[O:10][CH:11]=2)[CH:19]=[CH:18][N:17]=[CH:16]1. Reported procedure: A solution of 0.51 g (2.0 mmol) 1-[2-(4-methoxy-phenyl)-oxazol-4-ylmethyl]-imidazole in 15 ml 47% aqueous hydrobromic acid was stirred at 70° C. for 4 days. The reaction mixture was poured on ice, made basic with concentrated ammonia and extracted with ethyl acetate to yield 0.28 g (58%) raw 4-[4-(imidazol-1-ylmethyl)-oxazol-2-yl]-phenol as tan crystals. Reactants: benzyl, CO (methanol), C=1C=CC(=CC1)[C@@H]2CC(=O)C=3C(=CC(=CC3O2)O)O (pinocembrin), Cl (HCl), O (water). The reagents and catalysts are [Pd] (Pd—C). The solvent is CN(C)C=O (DMF). Yields the product C=1C=CC(=CC1)[C@H]2CC(=O)C=3C(=CC(=CC3O2)O)O ((R)-pinocembrin). Yield: 90.0%. RXN SMILES: [CH:1]1[CH:2]=[CH:3][C:4]([C@H:7]2[O:17][C:16]3[CH:15]=[C:14]([OH:18])[CH:13]=[C:12]([OH:19])[C:11]=3[C:9](=[O:10])[CH2:8]2)=[CH:5][CH:6]=1.Cl.O.CO>CN(C=O)C.[Pd]>[CH:1]1[CH:6]=[CH:5][C:4]([C@@H:7]2[O:17][C:16]3[CH:15]=[C:14]([OH:18])[CH:13]=[C:12]([OH:19])[C:11]=3[C:9](=[O:10])[CH2:8]2)=[CH:3][CH:2]=1. Procedure: 4.8 g of the benzyl protected pinocembrin in R-configuration obtained in Example 4 was dissolved in 100 ml of DMF, 20 ml of 10% aqueous HCl and 3.5 g of 10% Pd—C with a water content of 62.9% were added, and then a hydrogenation at normal pressure was performed. The reaction was monitored by TLC until completion (about 5 h). Then stop stirring, the reaction mixture was filtered and extracted with ethyl acetate and water. The organic phase was collected, evaporated to remove solvent and recrystal... Reactants: CC1=CC=C2C=C(C(NC2=N1)=O)CC(=O)N(CC(=O)OC)CCNC(=O)OC(C)(C)C (methyl N-((7-methyl-1,8-naphthyridin-2(1H)-on-3-yl)acetyl)-N-(2-tert-butyloxycarbonylaminoethyl)glycinate), [Li+].[OH-] (LiOH), O (water). The solvent is C1CCOC1 (THF). Run at time 30 minute. Product: CC1=CC=C2C=C(C(NC2=N1)=O)CC(=O)N(CC(=O)O)CCNC(=O)OC(C)(C)C (N-((7-Methyl-1,8-naphthyridin-2(1H)-on-3-yl)acetyl)-N-(2-(tert-butyloxycarbonyl)aminoethyl)glycine). The yield is 56.6%. As a reaction SMILES: [CH3:1][C:2]1[N:11]=[C:10]2[C:5]([CH:6]=[C:7]([CH2:13][C:14]([N:16]([CH2:22][CH2:23][NH:24][C:25]([O:27][C:28]([CH3:31])([CH3:30])[CH3:29])=[O:26])[CH2:17][C:18]([O:20]C)=[O:19])=[O:15])[C:8](=[O:12])[NH:9]2)=[CH:4][CH:3]=1.[Li+].[OH-].O>C1COCC1>[CH3:1][C:2]1[N:11]=[C:10]2[C:5]([CH:6]=[C:7]([CH2:13][C:14]([N:16]([CH2:22][CH2:23][NH:24][C:25]([O:27][C:28]([CH3:31])([CH3:30])[CH3:29])=[O:26])[CH2:17][C:18]([OH:20])=[O:19])=[O:15])[C:8](=[O:12])[NH:9]2)=[CH:4][CH:3]=1 |f:1.2|. Procedure details: To a solution of methyl N-((7-methyl-1,8-naphthyridin-2(1H)-on-3-yl)acetyl)-N-(2-tert-butyloxycarbonylaminoethyl)glycinate (0.775 g, 1.79 mmol) in THF (10 mL, LAB-SCAN C2520, dried over molecular seives) was added LiOH (2M, aqueous) (2.0 mL). The resulting solution was stirred at rt for 30 min, additional water was added, and the THF removed in vacuo. The pH of the aqueous solution was adjusted to pH 3.0 and the precipitate collected, and washed (2×10 mL) by filtration, to yield the desired prod... Reactants: CN(C)C=O, CCN(C(C)C)C(C)C, Cc1ccc([N+](=O)[O-])c(F)c1, CC(C)(C)OC(=O)N1CCC(N)CC1. Product: Cc1ccc([N+](=O)[O-])c(NC2CCN(C(=O)OC(C)(C)C)CC2)c1. RXN SMILES: [CH3:35][N:36]([CH3:37])[CH:38]=[O:39].[CH:12]([N:13]([CH:14]([CH3:15])[CH3:16])[CH2:17][CH3:18])([CH3:19])[CH3:20].[F:1][c:2]1[cH:3][c:4]([CH3:11])[cH:5][cH:6][c:7]1[N+:8](=[O:9])[O-:10].[NH2:21][CH:22]1[CH2:23][CH2:24][N:25]([C:28](=[O:29])[O:30][C:31]([CH3:32])([CH3:33])[CH3:34])[CH2:26][CH2:27]1>>[c:2]1([NH:21][CH:22]2[CH2:23][CH2:24][N:25]([C:28](=[O:29])[O:30][C:31]([CH3:32])([CH3:33])[CH3:34])[CH2:26][CH2:27]2)[cH:3][c:4]([CH3:11])[cH:5][cH:6][c:7]1[N+:8](=[O:9])[O-:10]. Reactants: CCOC(=O)CBr, CN(C)C=O, NS(=O)(=O)C1c2ccccc2-c2ccc(Cl)cc21, [H-], [Na+], O. The product is CCOC(=O)CC1(S(N)(=O)=O)c2ccccc2-c2ccc(Cl)cc21. Reaction SMILES: [Br:21][CH2:22][C:23](=[O:24])[O:25][CH2:26][CH3:27].[CH3:28][N:29]([CH3:30])[CH:31]=[O:32].[Cl:1][c:2]1[cH:3][c:4]2[c:12]([cH:13][cH:14]1)-[c:11]1[c:6]([cH:7][cH:8][cH:9][cH:10]1)[CH:5]2[S:15](=[O:16])(=[O:17])[NH2:18].[H-:19].[Na+:20].[OH2:33]>>[Cl:1][c:2]1[cH:3][c:4]2[c:12]([cH:13][cH:14]1)-[c:11]1[c:6]([cH:7][cH:8][cH:9][cH:10]1)[C:5]2([S:15](=[O:16])(=[O:17])[NH2:18])[CH2:22][C:23](=[O:24])[O:25][CH2:26][CH3:27]. The reactants are N#Cc1ccccc1N1CCNCC1, O=C(O)C1CN(S(=O)(=O)c2ccccc2C(F)(F)F)C(=O)N1c1ccccc1. The product is N#Cc1ccccc1N1CCN(C(=O)C2CN(S(=O)(=O)c3ccccc3C(F)(F)F)C(=O)N2c2ccccc2)CC1. RXN SMILES: [C:29](#[N:30])[c:31]1[c:32]([N:37]2[CH2:38][CH2:39][NH:40][CH2:41][CH2:42]2)[cH:33][cH:34][cH:35][cH:36]1.[O:1]=[C:2]1[N:3]([S:16](=[O:17])(=[O:18])[c:19]2[c:20]([C:25]([F:26])([F:27])[F:28])[cH:21][cH:22][cH:23][cH:24]2)[CH2:4][CH:5]([C:13](=[O:14])[OH:15])[N:6]1[c:7]1[cH:8][cH:9][cH:10][cH:11][cH:12]1>>[O:1]=[C:2]1[N:3]([S:16](=[O:17])(=[O:18])[c:19]2[c:20]([C:25]([F:26])([F:27])[F:28])[cH:21][cH:22][cH:23][cH:24]2)[CH2:4][CH:5]([C:13](=[O:14])[N:40]2[CH2:39][CH2:38][N:37]([c:32]3[c:31]([C:29]#[N:30])[cH:36][cH:35][cH:34][cH:33]3)[CH2:42][CH2:41]2)[N:6]1[c:7]1[cH:8][cH:9][cH:10][cH:11][cH:12]1. The reactants are CCOC(=O)CCCBr, O=C([O-])[O-], CCO, [I-], [K+], [K+], [Na+], Oc1cccc2occc12. Yields the product CCOC(=O)CCCOc1cccc2occc12. As a reaction SMILES: [Br:11][CH2:12][CH2:13][CH2:14][C:15](=[O:16])[O:17][CH2:18][CH3:19].[C:20](=[O:21])([O-:22])[O-:23].[CH3:28][CH2:29][OH:30].[I-:27].[K+:24].[K+:25].[Na+:26].[OH:1][c:2]1[cH:3][cH:4][cH:5][c:6]2[c:7]1[cH:8][cH:9][o:10]2>>[O:1]([c:2]1[cH:3][cH:4][cH:5][c:6]2[c:7]1[cH:8][cH:9][o:10]2)[CH2:12][CH2:13][CH2:14][C:15](=[O:16])[O:17][CH2:18][CH3:19]. The reactants are BrC=1C=C(C=CC1OC(C)C)CC(=O)C (1-(3-Bromo-4-isopropoxyphenyl)acetone), BrBr (bromine), S(=O)([O-])[O-].[Na+].[Na+] (sodium sulfite). Solvent: C1(=CC=CC=C1)C (toluene), O (water). Run at time 30 minute. The product is BrC=1C=C(C=CC1OC(C)C)C(C(=O)C)Br (1-(3-Bromo-4-isopropoxyphenyl)-1-bromoacetone). Isolated yield 92.1%. RXN SMILES: [Br:1][C:2]1[CH:3]=[C:4]([CH2:12][C:13]([CH3:15])=[O:14])[CH:5]=[CH:6][C:7]=1[O:8][CH:9]([CH3:11])[CH3:10].[Br:16]Br.S([O-])([O-])=O.[Na+].[Na+]>C1(C)C=CC=CC=1.O>[Br:1][C:2]1[CH:3]=[C:4]([CH:12]([Br:16])[C:13]([CH3:15])=[O:14])[CH:5]=[CH:6][C:7]=1[O:8][CH:9]([CH3:11])[CH3:10] |f:2.3.4|. Procedure details: To a solution of 100 mg (0.369 mmol) of 1-(3-bromo-4-isopropoxyphenyl)acetone (from Example 228, Step C) in toluene (0.26 mL) was added bromine (0.019 mL, 0.369 mmol) dropwise via syringe. After stirring 30 min. At RT, a solution of sodium sulfite (676 mg) in water (1.5 mL)) was added and the mixture was extracted with 3×15 mL of ethyl ether. The combined organic layers were washed 20 mL of saturated sodium bicarbonate followed by 20 mL of brine. Drying over sodium sulfate and evaporation gave 1...